This data is from the Open Reaction Database (ORD), a public repository of structured organic reaction records. The task is: describe an organic reaction: reactants, conditions, products, and yield The reactants are C1(C(CCCC1)C(=O)O)(C(=O)O)C(=O)O (Cyclohexanetricarboxylic acid), C1CO1 (ethylene oxide). The reagents and catalysts are catalyst. The solvent is C(C(C)C)C(=O)C (methyl isobutyl ketone). The product is OCCOC(=O)C1(C(CCCC1)C(=O)OCCO)C(=O)OCCO (Tris(2-Hydroxyethyl)Cyclohexanetricarboxylate). As a reaction SMILES: [C:1]1([C:13]([OH:15])=[O:14])([C:10]([OH:12])=[O:11])[CH2:6][CH2:5][CH2:4][CH2:3][CH:2]1[C:7]([OH:9])=[O:8].[CH2:16]1[O:18][CH2:17]1>C(C(C)=O)C(C)C>[OH:8][CH2:7][CH2:2][O:14][C:13]([C:1]1([C:10]([O:12][CH2:17][CH2:16][OH:18])=[O:11])[CH2:6][CH2:5][CH2:4][CH2:3][CH:2]1[C:7]([O:9][CH2:1][CH2:10][OH:11])=[O:8])=[O:15]. Reported procedure: Cyclohexanetricarboxylic acid was allowe to react under pressure with ethylene oxide and 0.15% of the catalyst of Example II (based on the total wt. of system) in the presence of methyl isobutyl ketone at 150°-160° C for 2 hours. A viscous oil of good purity was obtained after charcoal treatment and evaporation of a methyl isobutyl ketone solution. The infrared spectra and elements analysis were consistent with the desired product.